describe an organic reaction: reactants, conditions, products, and yield From a dataset of the Open Reaction Database (ORD), a public repository of structured organic reaction records. Starting materials: NC1=C(C(=NN1C(C)(CC)CC)C)C=1C=C(C(=C(C1)O)OC)F (5-[5-Amino-1-(1,1-diethylethyl)-3-methyl-1H-pyrazol-4-yl]-3-fluoro-2-(methyloxy)phenol), ClC=1C=C(C=O)C=CC1OCC1=CC=CC=C1 (3-chloro-4-[(phenylmethyl)oxy]benzaldehyde), C(C1=CC=CC=C1)=O (benzaldehyde). Solvent: C(C)(=O)O (acetic acid). Run at temperature 90 celsius, time 7 hour. Yields the product ClC=1C=C(C=CC1OCC1=CC=CC=C1)C1=NC2=C(C=3C=C(C(=C(C13)F)OC)O)C(=NN2C(C)(C)C)C (5-{3-chloro-4-[(phenylmethyl)oxy]phenyl}-3-(1,1-dimethylethyl)-6-fluoro-1-methyl-7-(methyloxy)-3H-pyrazolo[3,4-c]isoquinolin-8-ol). The yield is 44.4%. Reaction SMILES: [NH2:1][C:2]1[N:6]([C:7]([CH2:11]C)([CH2:9]C)[CH3:8])[N:5]=[C:4]([CH3:13])[C:3]=1[C:14]1[CH:15]=[C:16]([F:23])[C:17]([O:21][CH3:22])=[C:18]([OH:20])[CH:19]=1.[Cl:24][C:25]1[CH:26]=[C:27]([CH:30]=[CH:31][C:32]=1[O:33][CH2:34][C:35]1[CH:40]=[CH:39][CH:38]=[CH:37][CH:36]=1)[CH:28]=O.C(=O)C1C=CC=CC=1>C(O)(=O)C>[Cl:24][C:25]1[CH:26]=[C:27]([C:28]2[C:15]3[C:16]([F:23])=[C:17]([O:21][CH3:22])[C:18]([OH:20])=[CH:19][C:14]=3[C:3]3[C:4]([CH3:13])=[N:5][N:6]([C:7]([CH3:9])([CH3:8])[CH3:11])[C:2]=3[N:1]=2)[CH:30]=[CH:31][C:32]=1[O:33][CH2:34][C:35]1[CH:40]=[CH:39][CH:38]=[CH:37][CH:36]=1. Reported procedure: 5-[5-Amino-1-(1,1-diethylethyl)-3-methyl-1H-pyrazol-4-yl]-3-fluoro-2-(methyloxy)phenol (2.2 g, 7.5 mmol.) and 3-chloro-4-[(phenylmethyl)oxy]benzaldehyde (2.23 g, 8.6 mmol.) were taken into acetic acid (25 mL) and the resulting mixture heated to 90° C. over 12 hours. An additional aliquot of benzaldehyde (250 mg) was then added and heating was continued an additional 7 hours. At this time air was bubbled through the solution at a steady rate while maintaining a temperature of 90° C. then the mixt... Starting materials: C(C)S(=O)(=O)C1=CC(=C(C=C1)B1OC(C(O1)(C)C)(C)C)OC (2-(4-(ethylsulfonyl)-2-methoxyphenyl)-4,4,5,5-tetramethyl-1,3,2-dioxaborolane), BrC1=CC(=C(C=C1)O)I (4-bromo-2-iodophenol), C([O-])([O-])=O.[Na+].[Na+] (sodium carbonate). Reagents/catalysts: C=1C=CC(=CC1)[P](C=2C=CC=CC2)(C=3C=CC=CC3)[Pd]([P](C=4C=CC=CC4)(C=5C=CC=CC5)C=6C=CC=CC6)([P](C=7C=CC=CC7)(C=8C=CC=CC8)C=9C=CC=CC9)[P](C=1C=CC=CC1)(C=1C=CC=CC1)C=1C=CC=CC1 (tetrakis(triphenylphosphine)palladium(0)). The solvent is O1CCOCC1 (dioxane), O (water). The product is BrC1=CC=C(C(=C1)C1=C(C=C(C=C1)S(=O)(=O)CC)OC)O (5-Bromo-4′-(ethylsulfonyl)-2′-methoxy-[1,1′-biphenyl]-2-ol). Yield: 44.0%. RXN SMILES: [CH2:1]([S:3]([C:6]1[CH:11]=[CH:10][C:9](B2OC(C)(C)C(C)(C)O2)=[C:8]([O:21][CH3:22])[CH:7]=1)(=[O:5])=[O:4])[CH3:2].[Br:23][C:24]1[CH:29]=[CH:28][C:27]([OH:30])=[C:26](I)[CH:25]=1.C(=O)([O-])[O-].[Na+].[Na+]>O1CCOCC1.O.C1C=CC([P]([Pd]([P](C2C=CC=CC=2)(C2C=CC=CC=2)C2C=CC=CC=2)([P](C2C=CC=CC=2)(C2C=CC=CC=2)C2C=CC=CC=2)[P](C2C=CC=CC=2)(C2C=CC=CC=2)C2C=CC=CC=2)(C2C=CC=CC=2)C2C=CC=CC=2)=CC=1>[Br:23][C:24]1[CH:29]=[C:28]([C:9]2[CH:10]=[CH:11][C:6]([S:3]([CH2:1][CH3:2])(=[O:4])=[O:5])=[CH:7][C:8]=2[O:21][CH3:22])[C:27]([OH:30])=[CH:26][CH:25]=1 |f:2.3.4,^1:48,50,69,88|. Procedure: To a stirred solution of 2-(4-(ethylsulfonyl)-2-methoxyphenyl)-4,4,5,5-tetramethyl-1,3,2-dioxaborolane (Preparation 21, 600 mg, 1.84 mmol) in dioxane (30 mL) and water (10 mL) were added 4-bromo-2-iodophenol (604 mg, 2.02 mmol), sodium carbonate (488 mg, 4.6 mmol) and tetrakis(triphenylphosphine)palladium(0) (106 mg, 0.092 mmol). The reaction was stirred at reflux for 18 hours. The reaction was allowed to cool temperature and then filtered through celite. The filtrate was reduced to dryness and ... Reactants: N1[C@@H](CCC1=O)C(=O)O ((S)-pyroglutamic acid), CC(C)=NO (acetone oxime), C1CCOC1 (THF), ( 5 ), CO (methanol), ester, ( 6 ), ( 6 ), ( b ). Solvent: CCCCCC (hexane). Yields the product CN1[C@@H](CCC1=O)C(CC(C)=NO)=O (1-(1-methyl-5-oxo-2(S)-pyrrolidinyl)-1,3-butanedione-3-oxime). Reaction SMILES: [NH:1]1[C:5](=[O:6])[CH2:4][CH2:3][C@H:2]1[C:7]([OH:9])=O.CO.[CH3:12][C:13](=[N:15][OH:16])[CH3:14].[CH2:17]1COCC1>CCCCCC>[CH3:17][N:1]1[C:5](=[O:6])[CH2:4][CH2:3][C@H:2]1[C:7](=[O:9])[CH2:12][C:13](=[N:15][OH:16])[CH3:14]. Procedure: reacting the starting material, (S)-pyroglutamic acid, of formula (5), ##STR17## with methanol as the esterifying reagent at from -10° C. to 60° C. for from 4-to-48 hours, to prepare the (S)-pyroglutamic add ester of formula (6), ##STR18## wherein R1 is methyl; (b) reacting the compound of formula (6) with an excess of a salt of the dianion of acetone oxime in a solution of THF:hexane, at a temperature of from -10° C. to ambient temperature, with vigorous mixing of the reagents, to form the inte... Reactants: [H-].[Na+] (sodium hydride), SC1=CC=CC=2N1C=CN2 (5-mercaptoimidazo[1,2-a]pyridine), C(C1=CC=CC=C1)C=1C(N(C(N2C1S(CCC2)(=O)=O)=O)CCCCCl)=O (9-benzyl-7-(4-chlorobutyl)-1,1-dioxo-3,4-dihydro-2H,6H-pyrimido[6,1-b][1,3]thiazine-6,8(7H)-dione), [I-].[Na+] (sodium iodide). The solvent is CN(C=O)C (N,N-dimethylformamide), O (water). Reaction conditions: time 30 minute. Yields the product N=1C=CN2C1C=CC=C2SCCCCN2C(N1C(S(CCC1)(=O)=O)=C(C2=O)CC2=CC=CC=C2)=O (7-[4-(imidazo[1,2-a]pyridin-5-ylthio)-butyl]-9-benzyl-1,1-dioxo-3,4-dihydro-2H,6H-pyrimido[6,1-b][1,3]thiazine-6,8(7H)-dione). Reaction SMILES: [H-].[Na+].[SH:3][C:4]1[N:9]2[CH:10]=[CH:11][N:12]=[C:8]2[CH:7]=[CH:6][CH:5]=1.[CH2:13]([C:20]1[C:21](=[O:38])[N:22]([CH2:33][CH2:34][CH2:35][CH2:36]Cl)[C:23](=[O:32])[N:24]2[CH2:29][CH2:28][CH2:27][S:26](=[O:31])(=[O:30])[C:25]=12)[C:14]1[CH:19]=[CH:18][CH:17]=[CH:16][CH:15]=1.[I-].[Na+]>CN(C)C=O.O>[N:12]1[CH:11]=[CH:10][N:9]2[C:4]([S:3][CH2:36][CH2:35][CH2:34][CH2:33][N:22]3[C:21](=[O:38])[C:20]([CH2:13][C:14]4[CH:19]=[CH:18][CH:17]=[CH:16][CH:15]=4)=[C:25]4[S:26](=[O:31])(=[O:30])[CH2:27][CH2:28][CH2:29][N:24]4[C:23]3=[O:32])=[CH:5][CH:6]=[CH:7][C:8]=12 |f:0.1,4.5|. Procedure details: To a suspension of 0.22 g (5.5 mmol) of 60% oily sodium hydride in 30 ml of N,N-dimethylformamide, 0.83 g (5.5 mmol) of 5-mercaptoimidazo[1,2-a]pyridine was added at room temperature, followed by stirring for 30 minutes. To this mixture, 1.98 g (5 mmol) of 9-benzyl-7-(4-chlorobutyl)-1,1-dioxo-3,4-dihydro-2H,6H-pyrimido[6,1-b][1,3]thiazine-6,8(7H)-dione and 0.82 g (5.5 mmol) of sodium iodide were added, followed by stirring at 100° C. for 2 hours. After cooling, the reaction mixture was poured in...